From a dataset of the Open Reaction Database (ORD), a public repository of structured organic reaction records. describe an organic reaction: reactants, conditions, products, and yield Reactants: NC1=C(N=NC2=C(C=CC=C12)Br)C(=O)NCCC (4-amino-8-bromo-N-propyl-cinnoline-3-carboxamide), COC1=NC=C(C(=N1)OC)B(O)O ((2,4-dimethoxypyrimidin-5-yl)boronic acid). Yields the product NC1=C(N=NC2=C(C=CC=C12)C=1C(=NC(=NC1)OC)OC)C(=O)NCCC (4-amino-8-(2,4-dimethoxypyrimidin-5-yl)-N-propyl-cinnoline-3-carboxamide). Yield: 27.6%. Reaction SMILES: [NH2:1][C:2]1[C:11]2[C:6](=[C:7](Br)[CH:8]=[CH:9][CH:10]=2)[N:5]=[N:4][C:3]=1[C:13]([NH:15][CH2:16][CH2:17][CH3:18])=[O:14].[CH3:19][O:20][C:21]1[N:26]=[C:25]([O:27][CH3:28])[C:24](B(O)O)=[CH:23][N:22]=1>>[NH2:1][C:2]1[C:11]2[C:6](=[C:7]([C:24]3[C:25]([O:27][CH3:28])=[N:26][C:21]([O:20][CH3:19])=[N:22][CH:23]=3)[CH:8]=[CH:9][CH:10]=2)[N:5]=[N:4][C:3]=1[C:13]([NH:15][CH2:16][CH2:17][CH3:18])=[O:14]. Procedure details: Using method A, 4-amino-8-bromo-N-propyl-cinnoline-3-carboxamide (100 mg, 0.324 mmol) and (2,4-dimethoxypyrimidin-5-yl)boronic acid (125 mg, 0.68 mmol) were reacted to afford the title compound (33 mg, 28% yield) as a white solid. 1H NMR (300 MHz, CDCl3) δ 8.52 (bm, 1H), 8.33 (s, 1H), 7.91 (dd, J=7.7, 2.0 Hz, 1H), 7.70-7.77 (m, 2H), 4.06 (s, 3H), 3.93 (s, 3H), 3.46 (apparent q, J=6.5 Hz, 2H), 1.67 (apparent sextet, J=7.2 Hz, 2H), 1.00 (t, J=7.4 Hz, 3H). MS APCI, m/z=369 (M+H) HPLC 1.69 min. The reactants are C1(=CC=CC=C1)CC(=O)C1=CC=C(C=C1)C1(CC2(C1)OCCO2)NC(OC(C)(C)C)=O (tert-butyl {2-[4-(phenylacetyl)phenyl]-5,8-dioxaspiro[3.4]oct-2-yl}carbamate), C([O-])([O-])=O.[K+].[K+] (potassium carbonate), ClC1=NC=CC(=C1C=O)NC(OC(C)(C)C)=O (tert-butyl (2-chloro-3-formyl-4-pyridinyl)carbamate), C([O-])(O)=O.[Na+] (sodium bicarbonate). Run in CN(C)C=O (DMF). Reaction conditions: temperature 80 celsius. Yields the product ClC1=C2C=C(C(=NC2=CC=N1)C1=CC=C(C=C1)C1(CC2(C1)OCCO2)NC(OC(C)(C)C)=O)C2=CC=CC=C2 (tert-butyl {2-[4-(5-chloro-3-phenyl-1,6-naphthyridin-2-yl)phenyl]-5,8-dioxaspiro[3.4]oct-2-yl}carbamate). RXN SMILES: C1(CC([C:10]2[CH:15]=[CH:14][C:13]([C:16]3([NH:24][C:25](=[O:31])[O:26][C:27]([CH3:30])([CH3:29])[CH3:28])[CH2:19][C:18]4([O:23][CH2:22][CH2:21][O:20]4)[CH2:17]3)=[CH:12][CH:11]=2)=O)C=CC=CC=1.C(=O)([O-])[O-].[K+].[K+].[Cl:38][C:39]1[C:44]([CH:45]=O)=[C:43]([NH:47][C:48](=O)OC(C)(C)C)[CH:42]=[CH:41][N:40]=1.C(=O)(O)[O-].[Na+]>CN(C=O)C>[Cl:38][C:39]1[N:40]=[CH:41][CH:42]=[C:43]2[C:44]=1[CH:45]=[C:16]([C:13]1[CH:14]=[CH:15][CH:10]=[CH:11][CH:12]=1)[C:48]([C:10]1[CH:15]=[CH:14][C:13]([C:16]3([NH:24][C:25](=[O:31])[O:26][C:27]([CH3:30])([CH3:29])[CH3:28])[CH2:19][C:18]4([O:20][CH2:21][CH2:22][O:23]4)[CH2:17]3)=[CH:12][CH:11]=1)=[N:47]2 |f:1.2.3,5.6|. Procedure: To a solution of tert-butyl {2-[4-(phenylacetyl)phenyl]-5,8-dioxaspiro[3.4]oct-2-yl}carbamate (1-7) (8.8 g, 20.8 mmol) in DMF (100 mL) was added potassium carbonate (14.4 g, 104 mmol) and tert-butyl (2-chloro-3-formyl-4-pyridinyl)carbamate (1-8) (5.33 g, 20.8 mmol) and the reaction mixture was heated 80° C. over night. The reaction mixture was poured into saturated sodium bicarbonate, extracted with EtOAc, dried over sodium sulfate, filtered and concentrated. The crude residue was purified by co... Procedure details: 1.6 g (16 mmol) Succinic anhydride and 1.06 g (19.2 mmol) propargylamine in 10 ml tetrahydrofuran were stirred over night at room temperature whereat a solid precipitated. The reaction mixture was taken up with methyl-t-butyl ether (MTBE) and the insoluble crystals were filtered off and dried in a stream of nitrogen. 2 g (80% of theory) of the title compound were obtained which were used in the next reaction without further purification. The product is O=C(CCC(=O)O)NCC#C (4-Oxo-4-(prop-2-ynylamino)butanoic acid). Solvent: O1CCCC1 (tetrahydrofuran). The reactants are C1(CCC(=O)O1)=O (Succinic anhydride), C(C#C)N (propargylamine). As a reaction SMILES: [C:1]1(=[O:7])[O:6][C:4](=[O:5])[CH2:3][CH2:2]1.[CH2:8]([NH2:11])[C:9]#[CH:10]>O1CCCC1>[O:7]=[C:1]([NH:11][CH2:8][C:9]#[CH:10])[CH2:2][CH2:3][C:4]([OH:6])=[O:5]. The reactants are CC(C)(C)OC(=O)N1Cc2ccccc2CC1C(=O)O, O=C(CCc1cc(F)cc(F)c1)N1C(=O)OCC1Cc1ccccc1, CO, CCN(C(C)C)C(C)C, ClCCl. The product is CC(C)(C)OC(=O)N1Cc2ccccc2CC1C(O)C(Cc1cc(F)cc(F)c1)C(=O)N1C(=O)OCC1Cc1ccccc1. RXN SMILES: [C:35]([CH3:36])([CH3:37])([CH3:38])[O:39][C:40](=[O:41])[N:42]1[CH2:43][c:44]2[cH:45][cH:46][cH:47][cH:48][c:49]2[CH2:50][CH:51]1[C:52](=[O:53])[OH:54].[CH2:1]([c:2]1[cH:3][cH:4][cH:5][cH:6][cH:7]1)[CH:8]1[N:9]([C:14]([CH2:15][CH2:16][c:17]2[cH:18][c:19]([F:24])[cH:20][c:21]([F:23])[cH:22]2)=[O:25])[C:10](=[O:13])[O:11][CH2:12]1.[CH3:55][OH:56].[CH:26]([N:27]([CH2:28][CH3:29])[CH:30]([CH3:31])[CH3:32])([CH3:33])[CH3:34].[Cl:57][CH2:58][Cl:59]>>[CH2:1]([c:2]1[cH:3][cH:4][cH:5][cH:6][cH:7]1)[CH:8]1[N:9]([C:14]([CH:15]([CH2:16][c:17]2[cH:18][c:19]([F:24])[cH:20][c:21]([F:23])[cH:22]2)[CH:52]([CH:51]2[N:42]([C:40]([O:39][C:35]([CH3:36])([CH3:37])[CH3:38])=[O:41])[CH2:43][c:44]3[cH:45][cH:46][cH:47][cH:48][c:49]3[CH2:50]2)[OH:53])=[O:25])[C:10](=[O:13])[O:11][CH2:12]1. Starting materials: C(C)C=1C(=C(C=CC1)OC)[N+](=O)[O-] (3-ethyl-2-nitroanisole), [N+](=O)(O)[O-] (nitric acid), ice, [N+](=O)(O)[O-] (nitric acid), S(O)(O)(=O)=O (sulfuric acid). Solvent: C(C)(=O)O (acetic acid), C(C)(=O)O (acetic acid). Reaction conditions: time 1 hour. The product is [N+](=O)([O-])C1=C(C=CC(=C1CC)[N+](=O)[O-])OC (2,4-dinitro-3-ethylanisole). Reaction SMILES: [CH2:1]([C:3]1[C:4]([N+:11]([O-:13])=[O:12])=[C:5]([O:9][CH3:10])[CH:6]=[CH:7][CH:8]=1)[CH3:2].[N+:14]([O-])([OH:16])=[O:15].S(=O)(=O)(O)O>C(O)(=O)C>[N+:11]([C:4]1[C:3]([CH2:1][CH3:2])=[C:8]([N+:14]([O-:16])=[O:15])[CH:7]=[CH:6][C:5]=1[O:9][CH3:10])([O-:13])=[O:12]. Procedure details: A solution of 3-ethyl-2-nitroanisole (89.73 mmol) in acetic acid (200 mL) is treated dropwise with a mixture of concentrated nitric acid (89.73 mmol, d=1.41 g/mL) and acetic acid (40 mL). After addition of the nitric acid solution, concentrated sulfuric acid (40 mL) is added dropwise. The reaction is poured over crushed ice (500 g) and stirred for 1 hour while a white precipitate forms. The precipitate is filtered and dried in a vacuum to afford a white solid. This material is purified by chroma... The reactants are IC1=C(C2=C(S1)C=CC=C2)OC2=CC=C(C=C2)OC (2-iodo-3-(4-methoxyphenoxy)benzo[b]thiophene), COC1=CC=C(C=C1)B(O)O ((4-methoxyphenyl)boronic acid). Solvent: CCOC(=O)C (EtOAc), hexanes. Yields the product COC1=CC=C(C=C1)OC=1C2=C(SC1C1=CC=C(C=C1)OC)C=CC=C2 (2-(4-Methoxyphenyl)benzo[b]thiophen-3-yl 4-Methoxyphenyl Ether). Isolated yield 70.0%. As a reaction SMILES: I[C:2]1[S:6][C:5]2[CH:7]=[CH:8][CH:9]=[CH:10][C:4]=2[C:3]=1[O:11][C:12]1[CH:17]=[CH:16][C:15]([O:18][CH3:19])=[CH:14][CH:13]=1.[CH3:20][O:21][C:22]1[CH:27]=[CH:26][C:25](B(O)O)=[CH:24][CH:23]=1>CCOC(C)=O>[CH3:19][O:18][C:15]1[CH:16]=[CH:17][C:12]([O:11][C:3]2[C:4]3[CH:10]=[CH:9][CH:8]=[CH:7][C:5]=3[S:6][C:2]=2[C:25]2[CH:26]=[CH:27][C:22]([O:21][CH3:20])=[CH:23][CH:24]=2)=[CH:13][CH:14]=1. Procedure details: By essentially following the procedure detailed in Example 1, Part B, the title compound was prepared from 2-iodo-3-(4-methoxyphenoxy)benzo[b]thiophene (Part B) and (4-methoxyphenyl)boronic acid (Part C) in 70% yield following chromatography (SiO2; 5% EtOAc in hexanes). Reactants: C(C#C)O (2-propyn-1-ol), [H-].[Na+] (sodium hydride), [Cl-].[NH4+] (ammonium chloride), ClC1=NC=NC(=C1)Cl (4,6-dichloropyrimidine). The solvent is O1CCCC1 (tetrahydrofuran), O1CCCC1 (tetrahydrofuran), O1CCCC1 (tetrahydrofuran). Yields the product ClC1=NC=NC(=C1)OCC#C (4-chloro-6-(2-propynyloxy)pyrimidine). Isolated yield 94.9%. As a reaction SMILES: [H-].[Na+].[CH2:3]([OH:6])[C:4]#[CH:5].[Cl:7][C:8]1[CH:13]=[C:12](Cl)[N:11]=[CH:10][N:9]=1.[Cl-].[NH4+]>O1CCCC1>[Cl:7][C:8]1[CH:13]=[C:12]([O:6][CH2:3][C:4]#[CH:5])[N:11]=[CH:10][N:9]=1 |f:0.1,4.5|. Procedure details: In 12 ml of tetrahydrofuran was suspended 0.61 g of sodium hydride (60% in oil), to which 4 ml of a tetrahydrofuran solution containing 0.57 g of 2-propyn-1-ol was slowly added dropwise with stirring at room temperature. The mixture was stirred at room temperature for 20 minutes and then cooled to 0° C., to which 4 ml of a tetrahydrofuran solution containing 1.5 g of 4,6-dichloropyrimidine was slowly added dropwise, followed by further stirring for 2.5 hours. The reaction mixture was then poured...